describe an organic reaction: reactants, conditions, products, and yield From a dataset of the Open Reaction Database (ORD), a public repository of structured organic reaction records. The reactants are [I-].C[N+]1=C(C=CC=C1)Cl (1-methyl-2-chloropyridinium iodide), COC1=CC(=NC=C1)C=1C=CC(=C(N)C1)C (5-(4-methoxypyridin-2-yl)-2-methylaniline), C(C)(C)(C)OC(=O)NC(=S)NC(=O)OC(C)(C)C (N,N′-bis(tert-butoxycarbonyl)thiourea), C(C)(C)N(CC)C(C)C (diisopropyl-ethylamine). The solvent is ClCCl (dichloromethane), ClCCl (dichloromethane). Conditions: time 2 hour. Product: C(C)(C)(C)OC(=O)NC(=NC1=C(C=CC(=C1)C1=NC=CC(=C1)OC)C)NC(=O)OC(C)(C)C (N,N′-bis(tert-butoxycarbonyl)-N″-(5-(4-methoxypyridin-2-yl)-2-methylphenyl)guanidine). The yield is 83.8%. Reaction SMILES: [CH3:1][O:2][C:3]1[CH:8]=[CH:7][N:6]=[C:5]([C:9]2[CH:10]=[CH:11][C:12]([CH3:16])=[C:13]([CH:15]=2)[NH2:14])[CH:4]=1.[C:17]([O:21][C:22]([NH:24][C:25]([NH:27][C:28]([O:30][C:31]([CH3:34])([CH3:33])[CH3:32])=[O:29])=S)=[O:23])([CH3:20])([CH3:19])[CH3:18].C(N(C(C)C)CC)(C)C.[I-].C[N+]1C=CC=CC=1Cl>ClCCl>[C:31]([O:30][C:28]([NH:27][C:25]([NH:24][C:22]([O:21][C:17]([CH3:20])([CH3:19])[CH3:18])=[O:23])=[N:14][C:13]1[CH:15]=[C:9]([C:5]2[CH:4]=[C:3]([O:2][CH3:1])[CH:8]=[CH:7][N:6]=2)[CH:10]=[CH:11][C:12]=1[CH3:16])=[O:29])([CH3:34])([CH3:33])[CH3:32] |f:3.4|. Reported procedure: To a suspension of 5-(4-methoxypyridin-2-yl)-2-methylaniline (200 mg), N,N′-bis(tert-butoxycarbonyl)thiourea (310 mg) and diisopropyl-ethylamine (0.374 ml) in dichloromethane (10 ml) was added 1-methyl-2-chloropyridinium iodide (310 mg), and the mixture was stirred for 2 hours. The mixture was diluted with dichloromethane, washed with water and brine, dried over magnesium sulfate and evaporated under reduced pressure. The residue was purified by column chromatography (silica gel 25 g, n-hexane:e... Yields the product Cc1nc(Cl)cc(C(=O)c2cc(C)c3c(c2)oc(=O)n3C)n1. Starting materials: Cc1nc(Cl)cc(C(=O)c2cc(C)c3[nH]c(=O)oc3c2)n1, [H-], CI, [Na+], CN(C)C=O, O. As a reaction SMILES: [Cl:3][c:4]1[cH:5][c:6]([C:11](=[O:12])[c:13]2[cH:14][c:15]3[c:16]([nH:17][c:18](=[O:20])[o:19]3)[c:21]([CH3:23])[cH:22]2)[n:7][c:8]([CH3:10])[n:9]1.[H-:1].[I:29][CH3:30].[Na+:2].[O:24]=[CH:25][N:26]([CH3:27])[CH3:28].[OH2:31]>>[Cl:3][c:4]1[cH:5][c:6]([C:11](=[O:12])[c:13]2[cH:14][c:15]3[c:16]([n:17]([CH3:25])[c:18](=[O:20])[o:19]3)[c:21]([CH3:23])[cH:22]2)[n:7][c:8]([CH3:10])[n:9]1.